This data is from the Open Reaction Database (ORD), a public repository of structured organic reaction records. The task is: describe an organic reaction: reactants, conditions, products, and yield The reactants are O (water), COC1=CC=C2C(=CC(OC2=C1)=O)C1=CC(=C(OC=2C=C(C=CC2)[C@@]2(C(NC(O2)=O)=O)C)C=C1)CCC ((5R)-5-{3-[4-(7-methoxy-2-oxo-2H-chromen-4-yl)-2-propylphenoxy]phenyl}-5-methyl-1,3-oxazolidine-2,4-dione), intermediate 13, C(=O)([O-])[O-].[Cs+].[Cs+] (Cs2CO3). The solvent is CN(C)C=O (DMF). Run at temperature 80 celsius, time 4 hour. Yields the product C(=O)C1=C(OC=2C=C(C=CC2)[C@@]2(C(NC(O2)=O)=O)C)C=CC(=C1)C1=CC(OC2=CC(=CC=C12)OC)=O ((5R)-5-{3-[2-formyl-4-(7-methoxy-2-oxo-2H-chromen-4-yl)phenoxy]phenyl}-5-methyl-1,3-oxazolidine-2,4-dione). As a reaction SMILES: [CH3:1][O:2][C:3]1[CH:12]=[C:11]2[C:6]([C:7]([C:14]3[CH:34]=[CH:33][C:17]([O:18][C:19]4[CH:20]=[C:21]([C@@:25]5([CH3:32])[O:29][C:28](=[O:30])[NH:27][C:26]5=[O:31])[CH:22]=[CH:23][CH:24]=4)=[C:16]([CH2:35]CC)[CH:15]=3)=[CH:8][C:9](=[O:13])[O:10]2)=[CH:5][CH:4]=1.C([O-])([O-])=[O:39].[Cs+].[Cs+].O>CN(C=O)C>[CH:35]([C:16]1[CH:15]=[C:14]([C:7]2[C:6]3[C:11](=[CH:12][C:3]([O:2][CH3:1])=[CH:4][CH:5]=3)[O:10][C:9](=[O:13])[CH:8]=2)[CH:34]=[CH:33][C:17]=1[O:18][C:19]1[CH:20]=[C:21]([C@@:25]2([CH3:32])[O:29][C:28](=[O:30])[NH:27][C:26]2=[O:31])[CH:22]=[CH:23][CH:24]=1)=[O:39] |f:1.2.3|. Procedure: A mixture of the product from step 1 (0.30, 1.0 mmol) and intermediate 13 (0.20, 1.0 mmol) and Cs2CO3 (0.65 g, 2.0 mmol) in DMF (5.0 mL) was stirred at 80° C. for 4 h. The reaction mixture was poured into water and extracted with ethyl acetate. The organic phase was washed with water, dried over MgSO4 and concentrated. The residue was purified by chromatography on silica gel to to give the title compound as a solid. Starting materials: CCN(CC)CCCN, CCO, C[SH]=C(N)NN, I. Reaction SMILES: [CH2:8]([CH3:9])[N:10]([CH2:11][CH2:12][CH2:13][NH2:14])[CH2:15][CH3:16].[CH3:17][CH2:18][OH:19].[CH3:2][SH:3]=[C:4]([NH:5][NH2:6])[NH2:7].[IH:1]>>[C:4]([NH:5][NH2:6])(=[NH:7])[NH:14][CH2:13][CH2:12][CH2:11][N:10]([CH2:8][CH3:9])[CH2:15][CH3:16].[IH:1]. Yields the product CCN(CC)CCCNC(=N)NN, I. The reactants are CCO, [H][H], CCCCC1OC(=O)c2cc(N)c([N+](=O)[O-])cc21. Product: CCCCC1OC(=O)c2cc(N)c(N)cc21. As a reaction SMILES: [CH3:21][CH2:22][OH:23].[H:19][H:20].[NH2:1][c:2]1[c:3]([N+:16]([O-:17])=[O:18])[cH:4][c:5]2[c:10]([cH:11]1)[C:8](=[O:9])[O:7][CH:6]2[CH2:12][CH2:13][CH2:14][CH3:15]>>[NH2:1][c:2]1[c:3]([NH2:16])[cH:4][c:5]2[c:10]([cH:11]1)[C:8](=[O:9])[O:7][CH:6]2[CH2:12][CH2:13][CH2:14][CH3:15]. Reactants: C1CCCCC1, [Li]CCCC, CON(C)C(=O)c1ccccc1, Cl, Sc1ccccc1. Product: O=C(c1ccccc1)c1ccccc1S. As a reaction SMILES: [CH2:26]1[CH2:27][CH2:28][CH2:29][CH2:30][CH2:31]1.[CH2:8]([Li:9])[CH2:10][CH2:11][CH3:12].[CH3:13][O:14][N:15]([CH3:16])[C:17](=[O:18])[c:19]1[cH:20][cH:21][cH:22][cH:23][cH:24]1.[ClH:25].[SH:1][c:2]1[cH:3][cH:4][cH:5][cH:6][cH:7]1>>[SH:1][c:2]1[c:3]([C:17](=[O:18])[c:19]2[cH:20][cH:21][cH:22][cH:23][cH:24]2)[cH:4][cH:5][cH:6][cH:7]1. Starting materials: NC=1SC=C(N1)/C(/C(=O)N[C@H]1[C@@H]2N(C(=C(CS2)OC(C)=O)C(=O)[O-])C1=O)=N/OC.[Na+] (sodium 7β-[2-(2-aminothiazol-4-yl)-(Z)-2-methoxyiminoacetamido]-3-acetoxy-3-cephem-4-carboxylate), CNN1N=NN=C1S (1-methylamino-5-mercapto-1H-tetrazole), C(O)([O-])=O.[Na+] (sodium hydrogen carbonate). Solvent: P(=O)([O-])([O-])[O-] (phosphate). The product is NC=1SC=C(N1)/C(/C(=O)N[C@H]1[C@@H]2N(C(=C(CS2)CSC2=NN=NN2NC)C(=O)[O-])C1=O)=N/OC.[Na+] (sodium 7β-[2-(2-aminothiazol-4-yl)-(Z)-2-methoxyiminoacetamido]-3-[(1-methylamino-1H-tetrazol-5-yl)thiomethyl]-3-cephem-4-carboxylate). Yield: 44.4%. As a reaction SMILES: [NH2:1][C:2]1[S:3][CH:4]=[C:5](/[C:7](=[N:27]/[O:28][CH3:29])/[C:8]([NH:10][C@@H:11]2[C:25](=[O:26])[N:13]3[C:14]([C:22]([O-:24])=[O:23])=[C:15](OC(=O)C)[CH2:16][S:17][C@H:12]23)=[O:9])[N:6]=1.[Na+:30].[CH3:31][NH:32][N:33]1[C:37]([SH:38])=[N:36][N:35]=[N:34]1.[C:39](=O)([O-])O.[Na+]>P([O-])([O-])([O-])=O>[NH2:1][C:2]1[S:3][CH:4]=[C:5](/[C:7](=[N:27]/[O:28][CH3:29])/[C:8]([NH:10][C@@H:11]2[C:25](=[O:26])[N:13]3[C:14]([C:22]([O-:24])=[O:23])=[C:15]([CH2:39][S:38][C:37]4[N:33]([NH:32][CH3:31])[N:34]=[N:35][N:36]=4)[CH2:16][S:17][C@H:12]23)=[O:9])[N:6]=1.[Na+:30] |f:0.1,3.4,6.7|. Reported procedure: A solution of sodium 7β-[2-(2-aminothiazol-4-yl)-(Z)-2-methoxyiminoacetamido]-3-acetoxy-3-cephem-4-carboxylate (1.43 g, 3 mmol), 1-methylamino-5-mercapto-1H-tetrazole (0.590, 4.5 mmol) and sodium hydrogen carbonate (0.378 g, 4.5 mmol) in phosphate buffer (pH 6.4, 45 ml) was stirred at 60° C. for 8 hours. Then the solution was treated in a manner similar to that described in Example 7 to give pale yellow powder of sodium 7β-[2-(2-aminothiazol-4-yl)-(Z)-2-methoxyiminoacetamido]-3-[(1-methylamino-1... Starting materials: OC1=C(N(S(C2=C1SC1=C2C=CC=C1)(=O)=O)C)C(=O)OCC (ethyl 4-hydroxy-2-methyl-2H-[1] benzothieno [2,3-e]-1,2-thiazine-3-carboxylate-1,1-dioxide), NC1=NC=CN=C1 (aminopyrazine). Yields the product OC1=C(N(S(C2=C1SC1=C2C=CC=C1)(=O)=O)C)C(=O)NC1=NC=CN=C1 (4-Hydroxy-2-methyl-N-(pyrazinyl)-2H-[1] benzothieno [2,3-e]-1,2-thiazine-3-carboxamide-1,1-dioxide). The yield is 52.0%. RXN SMILES: [OH:1][C:2]1[C:7]2[S:8][C:9]3[CH:14]=[CH:13][CH:12]=[CH:11][C:10]=3[C:6]=2[S:5](=[O:16])(=[O:15])[N:4]([CH3:17])[C:3]=1[C:18](OCC)=[O:19].[NH2:23][C:24]1[CH:29]=[N:28][CH:27]=[CH:26][N:25]=1>>[OH:1][C:2]1[C:7]2[S:8][C:9]3[CH:14]=[CH:13][CH:12]=[CH:11][C:10]=3[C:6]=2[S:5](=[O:15])(=[O:16])[N:4]([CH3:17])[C:3]=1[C:18]([NH:23][C:24]1[CH:29]=[N:28][CH:27]=[CH:26][N:25]=1)=[O:19]. Reported procedure: Prepared analogous to Example 1 from ethyl 4-hydroxy-2-methyl-2H-[1] benzothieno [2,3-e]-1,2-thiazine-3-carboxylate-1,1-dioxide and aminopyrazine with a yield of 52% of theory. Starting materials: FC(C[O-])(F)F.[Na+] (sodium trifluoroethoxide), [H-].[Na+] (sodium hydride), C(C)OC(=O)C1=NC(=NC(=C1Br)CC)S(=O)(=O)C (ethyl 5-bromo-2-(methylsulfonyl)pyrimidine-4-carboxylic acid ethyl ester). Run in C(C(F)(F)F)O (trifluoroethanol), C(C(F)(F)F)O (trifluoroethanol). Reaction conditions: time 4 hour. Product: C(C)OC(=O)C1=NC(=NC=C1Br)OCC(F)(F)F (5-Bromo-2-(2,2,2-trifluoro-ethoxy)-pyrimidine-4-carboxylic acid ethyl ester). As a reaction SMILES: [F:1][C:2]([F:6])([F:5])[CH2:3][O-:4].[Na+].[H-].[Na+].[CH2:10]([O:12][C:13]([C:15]1[C:20]([Br:21])=[C:19](CC)[N:18]=[C:17](S(C)(=O)=O)[N:16]=1)=[O:14])[CH3:11]>C(O)C(F)(F)F>[CH2:10]([O:12][C:13]([C:15]1[C:20]([Br:21])=[CH:19][N:18]=[C:17]([O:4][CH2:3][C:2]([F:6])([F:5])[F:1])[N:16]=1)=[O:14])[CH3:11] |f:0.1,2.3|. Procedure details: To a solution of sodium trifluoroethoxide, prepared from trifluoroethanol (2 ml) and sodium hydride (37 mg, 0.84 mmol) at 0-5° C., was added dropwise a solution of ethyl 5-bromo-2-(methylsulfonyl)pyrimidine-4-carboxylic acid ethyl ester (200 mg, 0.65 mmol; example 126, step 1) dissolved in trifluoroethanol (2 ml) at the same temperature. The ice bath was removed after 15 min and the mixture was stirred at r.t. for 4 h. The reaction mixture was poured into ethyl acetate (20 ml) and extracted with... Reported procedure: CS 178560 describes the reaction of a solution of 3-hydroxy-2-naphthoyl chloride in toluene with 5-aminobenzimidazolone in the 30-fold amount of water in the presence of sodium acetate to give 3-hydroxy-N-benzimida-zolon-5-yl-2-naphthamide in 86% yield. The solvent is C1(=CC=CC=C1)C (toluene). Isolated yield 86.0%. Reactants: OC=1C(=CC2=CC=CC=C2C1)C(=O)Cl (3-hydroxy-2-naphthoyl chloride), NC1=CC=2C(=NC(N2)=O)C=C1 (5-aminobenzimidazolone), O (water), C(C)(=O)[O-].[Na+] (sodium acetate). RXN SMILES: [OH:1][C:2]1[C:3]([C:12](Cl)=[O:13])=[CH:4][C:5]2[C:10]([CH:11]=1)=[CH:9][CH:8]=[CH:7][CH:6]=2.[NH2:15][C:16]1[CH:25]=[CH:24][C:19]2=[N:20][C:21](=[O:23])[N:22]=[C:18]2[CH:17]=1.O.C([O-])(=O)C.[Na+]>C1(C)C=CC=CC=1>[OH:1][C:2]1[C:3]([C:12]([NH:15][C:16]2[CH:25]=[CH:24][C:19]3=[N:20][C:21](=[O:23])[N:22]=[C:18]3[CH:17]=2)=[O:13])=[CH:4][C:5]2[C:10]([CH:11]=1)=[CH:9][CH:8]=[CH:7][CH:6]=2 |f:3.4|. The product is OC=1C(=CC2=CC=CC=C2C1)C(=O)NC1=CC=2C(=NC(N2)=O)C=C1 (3-hydroxy-N-benzimida-zolon-5-yl-2-naphthamide).